Task: describe an organic reaction: reactants, conditions, products, and yield. Dataset: the Open Reaction Database (ORD), a public repository of structured organic reaction records The reactants are ClC1=CC=C(C=C1)C=1C2=C(C3=C(CN1)ON=C3C)C=NC(=C2)NC (6-(4-chlorophenyl)-N,1-dimethyl-4H-isoxazolo[5,4-c]pyrido[3,4-e]azepin-8-amine), N1CCCC1 (pyrrolidine). Yields the product ClC1=CC=C(C=C1)C=1C2=C(C3=C(CN1)ON=C3C)C=NC(=C2)N2CCCC2 (6-(4-Chlorophenyl)-1-methyl-8-(pyrrolidin-1-yl)-4H-isoxazolo[5,4-c]pyrido[3,4-e]azepine). Reaction SMILES: [Cl:1][C:2]1[CH:7]=[CH:6][C:5]([C:8]2[C:9]3[CH:22]=[C:21]([NH:23][CH3:24])[N:20]=[CH:19][C:10]=3[C:11]3[C:17]([CH3:18])=[N:16][O:15][C:12]=3[CH2:13][N:14]=2)=[CH:4][CH:3]=1.N1C[CH2:28][CH2:27][CH2:26]1>>[Cl:1][C:2]1[CH:7]=[CH:6][C:5]([C:8]2[C:9]3[CH:22]=[C:21]([N:23]4[CH2:28][CH2:27][CH2:26][CH2:24]4)[N:20]=[CH:19][C:10]=3[C:11]3[C:17]([CH3:18])=[N:16][O:15][C:12]=3[CH2:13][N:14]=2)=[CH:4][CH:3]=1. Procedure: A procedure similar to 6-(4-chlorophenyl)-N,1-dimethyl-4H-isoxazolo[5,4-c]pyrido[3,4-e]azepin-8-amine was followed, except that pyrrolidine was used instead of methylamine (33% in EtOH). LC/MS m/z 379 [M+H]+; 1H NMR (400 MHz, DMSO-d6) δ 8.56 (d, J=0.62 Hz, 1H), 7.48 (ddd, J=1.70, 2.50, 8.20 Hz, 2H), 7.44 (ddd, J=1.70, 2.50, 8.20 Hz, 2H), 6.23 (d, J=0.62 Hz, 1H), 4.66 (br. s, 2H), 3.36-3.32 (m, 4H), 2.49 (s, 3H), 1.98-1.83 (m, 4H). Starting materials: CI, CC(C)=O, O=[N+]([O-])c1ccc(C2CN=C(S)c3ccc(Cl)cc32)cc1. Yields the product CSC1=NCC(c2ccc([N+](=O)[O-])cc2)c2cc(Cl)ccc21. Reaction SMILES: [CH3:22][I:23].[CH3:24][C:25](=[O:26])[CH3:27].[Cl:1][c:2]1[cH:3][c:4]2[c:9]([cH:10][cH:11]1)[C:8]([SH:12])=[N:7][CH2:6][CH:5]2[c:13]1[cH:14][cH:15][c:16]([N+:19](=[O:20])[O-:21])[cH:17][cH:18]1>>[Cl:1][c:2]1[cH:3][c:4]2[c:9]([cH:10][cH:11]1)[C:8]([S:12][CH3:22])=[N:7][CH2:6][CH:5]2[c:13]1[cH:14][cH:15][c:16]([N+:19](=[O:20])[O-:21])[cH:17][cH:18]1. The reactants are N#CCN1CCC2(CC1)OCCO2, N. Product: NCCN1CCC2(CC1)OCCO2. Reaction SMILES: [CH2:1]1[O:2][C:3]2([CH2:4][CH2:5][N:6]([CH2:9][C:10]#[N:11])[CH2:7][CH2:8]2)[O:12][CH2:13]1.[NH3:14]>>[CH2:1]1[O:2][C:3]2([CH2:4][CH2:5][N:6]([CH2:9][CH2:10][NH2:11])[CH2:7][CH2:8]2)[O:12][CH2:13]1. As a reaction SMILES: [Br:1][CH2:2][C:3](=[O:4])[c:5]1[c:6]([O:11][CH3:12])[cH:7][cH:8][cH:9][cH:10]1.[CH3:13][CH2:14][OH:15].[Na:16][C:17]#[N:18].[OH2:19]>>[CH2:2]([C:3](=[O:4])[c:5]1[c:6]([O:11][CH3:12])[cH:7][cH:8][cH:9][cH:10]1)[C:17]#[N:18]. Product: COc1ccccc1C(=O)CC#N. The reactants are COc1ccccc1C(=O)CBr, CCO, N#C[Na], O. The reactants are CS(C)=O, ClCCl, ICI, [K+], [OH-], O, N#Cc1cc2cc(O)c(O)cc2s1. Product: N#Cc1cc2cc3c(cc2s1)OCO3. As a reaction SMILES: [CH3:3][S:4]([CH3:5])=[O:6].[Cl:23][CH2:24][Cl:25].[I:20][CH2:21][I:22].[K+:2].[OH-:1].[OH2:26].[OH:7][c:8]1[cH:9][c:10]2[c:11]([s:12][c:13]([C:15]#[N:16])[cH:14]2)[cH:17][c:18]1[OH:19]>>[CH2:3]1[O:7][c:8]2[cH:9][c:10]3[c:11]([s:12][c:13]([C:15]#[N:16])[cH:14]3)[cH:17][c:18]2[O:19]1. Reactants: dibromo, OC1=C(C=CC=C1)S (2-hydroxy-thiophenol), BrC(CC#N)CBr (3,4-dibromo-butyronitrile), C([O-])([O-])=O.[K+].[K+] (potassium carbonate), C([O-])([O-])=O.[K+].[K+] (potassium carbonate). The solvent is CC(=O)C (acetone). Conditions: time 30 minute. The product is O1C(CSC2=C1C=CC=C2)CC#N (2-(1,4-benzoxathian-2-yl)-acetonitrile). As a reaction SMILES: [OH:1][C:2]1[CH:7]=[CH:6][CH:5]=[CH:4][C:3]=1[SH:8].Br[CH:10]([CH2:14]Br)[CH2:11][C:12]#[N:13].C(=O)([O-])[O-].[K+].[K+]>CC(C)=O>[O:1]1[C:2]2[CH:7]=[CH:6][CH:5]=[CH:4][C:3]=2[S:8][CH2:14][CH:10]1[CH2:11][C:12]#[N:13] |f:2.3.4|. Procedure: The starting material is prepared as follows: To the stirred, refluxing solution of 21 g of 2-hydroxy-thiophenol in 290 ml of acetone is added dropwise 12.5 g of 3,4-dibromo-butyronitrile along with small portions of 15.8 g of anhydrous potassium carbonate. After 30 minutes, the double addition procedure with said amounts of dibromo compound and potassium carbonate is repeated, and after a further 30 minutes said procedure is repeated a third time. The mixture is then refluxed for 20 hours, cool... Starting materials: CC1=CC=C(CCN)C=C1 (para-methylphenethylamine), COC1=C(C=CC=C1)O (ortho-methoxyphenol), C=O (formalin), 5g, C1=CC=CC=C1 (benzene). Product: COC1=CC=CC=2CN(COC21)CCC2=CC=C(C=C2)C (8-methoxy-3-(4-methylphenethyl)-3,4-dihydro-2H-1,3-benzoxazine). As a reaction SMILES: [CH3:1][O:2][C:3]1[CH:8]=[CH:7][CH:6]=[CH:5][C:4]=1O.[CH2:10]=[O:11].[CH3:12][C:13]1[CH:21]=[CH:20][C:16]([CH2:17][CH2:18][NH2:19])=[CH:15][CH:14]=1.[CH:22]1C=CC=CC=1>>[CH3:10][O:11][C:8]1[C:3]2[O:2][CH2:1][N:19]([CH2:18][CH2:17][C:16]3[CH:20]=[CH:21][C:13]([CH3:12])=[CH:14][CH:15]=3)[CH2:22][C:4]=2[CH:5]=[CH:6][CH:7]=1. Reported procedure: To 20 ml. of benzene are added 5g. of ortho-methoxyphenol, 9ml. of 37 % formalin and 6.5 g. of para-methylphenethylamine. The mixture is heated on reflux for 10 hours and concentrated to dryness under reduced pressure. The residue is purified by column chromatography on silica gel with a mixture of acetone and benzene (1:4). The resultant oil is left standing at cool place for a week to be solidified. Recrystallization from normal hexane yields 8-methoxy-3-(4-methylphenethyl)-3,4-dihydro-2H-1,3-... Starting materials: IC=1C=C(C=CC1OC)NC1CCN(CC1)C (N-(3-iodo-4-methoxyphenyl)-1-methylpiperidin-4-amine), Pd(Ph3P)Cl2, TEA, C(#C)[Si](C)(C)C ((ethynyl)trimethylsilane). The reagents and catalysts are [Cu]I (CuI). Run in C(C)#N (acetonitrile), O1CCOCC1 (dioxane). Run at time 75 minute. The product is COC1=C(C=C(C=C1)NC1CCN(CC1)C)C#C[Si](C)(C)C (N-{4-Methoxy-3-[(trimethylsilyl)ethynyl]phenyl}-1-methylpiperidin-4-amine). As a reaction SMILES: I[C:2]1[CH:3]=[C:4]([NH:10][CH:11]2[CH2:16][CH2:15][N:14]([CH3:17])[CH2:13][CH2:12]2)[CH:5]=[CH:6][C:7]=1[O:8][CH3:9].[C:18]([Si:20]([CH3:23])([CH3:22])[CH3:21])#[CH:19]>C(#N)C.O1CCOCC1.[Cu]I>[CH3:9][O:8][C:7]1[CH:6]=[CH:5][C:4]([NH:10][CH:11]2[CH2:16][CH2:15][N:14]([CH3:17])[CH2:13][CH2:12]2)=[CH:3][C:2]=1[C:19]#[C:18][Si:20]([CH3:23])([CH3:22])[CH3:21]. Procedure details: Into a flask maintained under argon atmosphere N-(3-iodo-4-methoxyphenyl)-1-methylpiperidin-4-amine (180 mg, 0.52 mmol), CuI (9.9 mg, 0.052 mmol) and Pd(Ph3P)Cl2 (36.5 mg, 0.052 mmol) were added and dissolved in acetonitrile (5 mL) and dioxane (5 mL). The solution was degassed and backfilled with argon for three times. TEA (0.725 mL, 526 mg, 5.2 mmol) and (ethynyl)trimethylsilane (0.147 mL, 0.102 mg, 1.04 mmol) were added with a syringe and the solution was stirred at room temperature for 75 min...